From a dataset of the Open Reaction Database (ORD), a public repository of structured organic reaction records. describe an organic reaction: reactants, conditions, products, and yield The reactants are CO, OC1CCCCC1, OO. Yields the product O=C1CCCCC1, OO. RXN SMILES: [CH3:10][OH:11].[OH:1][CH:2]1[CH2:3][CH2:4][CH2:5][CH2:6][CH2:7]1.[OH:8][OH:9]>>[O:1]=[C:2]1[CH2:3][CH2:4][CH2:5][CH2:6][CH2:7]1.[OH:8][OH:9]. Starting materials: [Cl-].COC[P+](C1=CC=CC=C1)(C1=CC=CC=C1)C1=CC=CC=C1 (methoxymethyl triphenylphosphonium chloride), aldehyde, C/C(=C(\[N+]#N)/P(=O)(OC)OC)/[O-] (Ohira-Bestmann reagent), enol ethers, C(=O)([O-])[O-].[K+].[K+] (K2CO3), CC(C)(C)[O-].[Na+] (NaOtBu), C(C)(=O)C1=C(C=C(C=C1)C1=CC=C(C=C1)C#N)OC (4′-Acetyl-3′-methoxy-biphenyl-4-carbonitrile). Reagents/catalysts: [Hg](OC(=O)C)OC(=O)C (Hg(OAc)2). Solvent: CO (MeOH), C1CCOC1.O (THF H2O), CO (MeOH), C1CCOC1 (THF), C1CCOC1 (THF). Reaction conditions: temperature 0 celsius. Product: COC=1C=C(C=CC1C(C#C)C)C1=CC=C(C=C1)C#N (3′-Methoxy-4′-(1-methyl-prop-2-ynyl)-biphenyl-4-carbonitrile). Isolated yield 2406.8%. Reaction SMILES: [Cl-].COC[P+](C1C=CC=CC=1)(C1C=CC=CC=1)[C:6]1C=CC=C[CH:7]=1.CC([O-])(C)C.[Na+].[C:30]([C:33]1[CH:38]=[CH:37][C:36]([C:39]2[CH:44]=[CH:43]C(C#N)=C[CH:40]=2)=[CH:35][C:34]=1[O:47][CH3:48])(=O)[CH3:31].[CH3:49]/[C:50](/[O-])=[C:51](/P(OC)(OC)=O)\[N+:52]#N.C([O-])([O-])=O.[K+].[K+]>C1COCC1.C1COCC1.O.CO.[Hg](OC(C)=O)OC(C)=O>[CH3:48][O:47][C:34]1[CH:35]=[C:36]([C:39]2[CH:40]=[CH:49][C:50]([C:51]#[N:52])=[CH:43][CH:44]=2)[CH:37]=[CH:38][C:33]=1[CH:30]([CH3:31])[C:6]#[CH:7] |f:0.1,2.3,6.7.8,10.11|. Procedure details: According to the general procedure for homologation, methoxymethyl triphenylphosphonium chloride (1.09 g, 3.18 mmol) in dry THF (4 mL), NaOtBu (0.382 g, 3.9 mmol), ketone 13 (0.400 g, 1.59 mmol) in THF (3 mL) were stirred at 0° C. Following the general workup, the mixture of enol ethers (0.330 g, 1.18 mmol) in THF/H2O (9:1, 5 mL) were hydrolyzed using Hg(OAc)2 (1.13 g, 3.5 mmol) at room temperature. After the general extraction procedure, aldehyde (0.285 g, 1.1 mmol) in MeOH (3 mL), Ohira-Bestma... The reactants are ClC1=CC2=C(C(NC3=NC=CC=C23)=O)C=C1 (9-Chloro-5H-benzo[c][1,8]naphthyridin-6-one), CC(C)([O-])C.[Na+] (sodium tert-butoxide), COCCN (2-methoxy-ethylamine), C1(CCCCC1)P(C1=C(C=CC=C1)C1=C(C=C(C=C1C(C)C)C(C)C)C(C)C)C1CCCCC1 (2-dicyclohexylphosphino-2′,4′,6′-triisopropylbiphenyl). The reagents and catalysts are C(C)(=O)[O-].[Pd+2].C(C)(=O)[O-] (palladium(II) acetate). Solvent: O1CCOCC1 (dioxane). Run at temperature 100 celsius, time 8 hour. The product is N1(CCOCC1)C1=CC2=C(C(NC3=NC=CC=C23)=O)C=C1 (9-Morpholin-4-yl-5H-benzo[c][1,8]naphthyridin-6-one). The yield is 355.5%. Reaction SMILES: Cl[C:2]1[CH:16]=[CH:15][C:5]2[C:6](=[O:14])[NH:7][C:8]3[C:13]([C:4]=2[CH:3]=1)=[CH:12][CH:11]=[CH:10][N:9]=3.[CH3:17][O:18][CH2:19][CH2:20][NH2:21].[CH:22]1(P(C2CCCCC2)C2C=CC=CC=2C2C(C(C)C)=CC(C(C)C)=CC=2C(C)C)CCCCC1.CC(C)([O-])C.[Na+]>O1CCOCC1.C([O-])(=O)C.[Pd+2].C([O-])(=O)C>[N:21]1([C:2]2[CH:16]=[CH:15][C:5]3[C:6](=[O:14])[NH:7][C:8]4[C:13]([C:4]=3[CH:3]=2)=[CH:12][CH:11]=[CH:10][N:9]=4)[CH2:22][CH2:17][O:18][CH2:19][CH2:20]1 |f:3.4,6.7.8|. Procedure details: 9-Chloro-5H-benzo[c][1,8]naphthyridin-6-one (50 mg, 0.22 mmol), 2-methoxy-ethylamine (24 mg, 0.33 mmol), palladium(II) acetate (2 mg, 0.01 mmol), 2-dicyclohexylphosphino-2′,4′,6′-triisopropylbiphenyl (8 mg, 0.02 mmol), and sodium tert-butoxide (63 mg, 0.65 mmol) were suspended in dioxane (2 mL), and stirred overnight at 100° C. The reaction mixture was added directly to a Biotage column. The crude product was purified via Biotage silica-gel chromatography eluting with a gradient of 0 to 10% MeOH... Reactants: C1COCCO1, CC#N, Cl, Cc1ccc(-c2noc(C3CN(C(=O)OC(C)(C)C)C3)n2)cc1NC(=O)c1cnc2ccccn12. Yields the product Cc1ccc(-c2noc(C3CNC3)n2)cc1NC(=O)c1cnc2ccccn12. RXN SMILES: [CH2:37]1[O:38][CH2:39][CH2:40][O:41][CH2:42]1.[CH3:43][C:44]#[N:45].[ClH:36].[n:1]1[cH:2][c:3]([C:10](=[O:11])[NH:12][c:13]2[cH:14][c:15](-[c:20]3[n:21][o:22][c:23]([CH:25]4[CH2:26][N:27]([C:29]([O:30][C:31]([CH3:32])([CH3:33])[CH3:34])=[O:35])[CH2:28]4)[n:24]3)[cH:16][cH:17][c:18]2[CH3:19])[n:4]2[c:5]1[cH:6][cH:7][cH:8][cH:9]2>>[n:1]1[cH:2][c:3]([C:10](=[O:11])[NH:12][c:13]2[cH:14][c:15](-[c:20]3[n:21][o:22][c:23]([CH:25]4[CH2:26][NH:27][CH2:28]4)[n:24]3)[cH:16][cH:17][c:18]2[CH3:19])[n:4]2[c:5]1[cH:6][cH:7][cH:8][cH:9]2.